This data is from the Open Reaction Database (ORD), a public repository of structured organic reaction records. The task is: describe an organic reaction: reactants, conditions, products, and yield Starting materials: [Si](C1=CC=CC=C1)(C1=CC=CC=C1)(C(C)(C)C)OCC1=C(C(=C2C(=N1)C(=NO2)C(=O)OCC)Cl)N2C[C@H](O[C@H](C2)C)C (ethyl 5-((tert-butyldiphenylsilyloxy)methyl)-7-chloro-6-((2R,6S)-2,6-dimethylmorpholino)isoxazolo[4,5-b]pyridine-3-carboxylate), [Si](C1=CC=CC=C1)(C1=CC=CC=C1)(C(C)(C)C)OCC1=C(C(=C2C(=N1)C(=NO2)C(=O)OCC)Cl)N2C[C@H](O[C@H](C2)C)C (ethyl 5-((tert-butyldiphenylsilyloxy)methyl)-7-chloro-6-((2R,6S)-2,6-dimethylmorpholino)isoxazolo[4,5-b]pyridine-3-carboxylate), C(C)N (ethylamine). Yields the product [Si](C1=CC=CC=C1)(C1=CC=CC=C1)(C(C)(C)C)OCC1=C(C(=C2C(=N1)C(=NO2)C(=O)NCC)Cl)N2C[C@H](O[C@H](C2)C)C (5-((tert-Butyldiphenylsilyloxy)methyl)-7-chloro-6-((2R,6S)-2,6-dimethylmorpholino)-N-ethylisoxazolo[4,5-b]pyridine-3-carboxamide). Reaction SMILES: [Si:1]([O:18][CH2:19][C:20]1[N:25]=[C:24]2[C:26]([C:29]([O:31]CC)=O)=[N:27][O:28][C:23]2=[C:22]([Cl:34])[C:21]=1[N:35]1[CH2:40][C@H:39]([CH3:41])[O:38][C@H:37]([CH3:42])[CH2:36]1)([C:14]([CH3:17])([CH3:16])[CH3:15])([C:8]1[CH:13]=[CH:12][CH:11]=[CH:10][CH:9]=1)[C:2]1[CH:7]=[CH:6][CH:5]=[CH:4][CH:3]=1.[CH2:43]([NH2:45])[CH3:44]>>[Si:1]([O:18][CH2:19][C:20]1[N:25]=[C:24]2[C:26]([C:29]([NH:45][CH2:43][CH3:44])=[O:31])=[N:27][O:28][C:23]2=[C:22]([Cl:34])[C:21]=1[N:35]1[CH2:40][C@H:39]([CH3:41])[O:38][C@H:37]([CH3:42])[CH2:36]1)([C:14]([CH3:17])([CH3:16])[CH3:15])([C:8]1[CH:13]=[CH:12][CH:11]=[CH:10][CH:9]=1)[C:2]1[CH:3]=[CH:4][CH:5]=[CH:6][CH:7]=1. Reported procedure: Starting material: ethyl 5-((tert-butyldiphenylsilyloxy)methyl)-7-chloro-6-((2R,6S)-2,6-dimethylmorpholino)isoxazolo[4,5-b]pyridine-3-carboxylate (Intermediate 211) and ethylamine. Starting materials: C(C)(C)[N-]C(C)C.[Li+] (lithium diisopropylamide), ClC1=CC(=C(C=C1)OC)F (4-chloro-2-fluoro-1-methoxy-benzene), CN(C=O)C (N,N-dimethylformamide). The solvent is O1CCCC1 (tetrahydrofuran). Reaction conditions: temperature -55 celsius, time 1 hour. The product is ClC1=CC=C(C(=C1C=O)F)OC (6-chloro-2-fluoro-3-methoxy-benzaldehyde). The yield is 46.8%. Reaction SMILES: [Cl:1][C:2]1[CH:7]=[CH:6][C:5]([O:8][CH3:9])=[C:4]([F:10])[CH:3]=1.C([N-]C(C)C)(C)C.[Li+].CN(C)[CH:21]=[O:22]>O1CCCC1>[Cl:1][C:2]1[C:3]([CH:21]=[O:22])=[C:4]([F:10])[C:5]([O:8][CH3:9])=[CH:6][CH:7]=1 |f:1.2|. Procedure details: A solution of 4-chloro-2-fluoro-1-methoxy-benzene (Aldrich; 10.2 g, 63.5 mmol) in dry tetrahydrofuran (500 mL) was cooled to −78° C. under a nitrogen atmosphere. A solution of lithium diisopropylamide (1.8 M in tetrahydrofuran/heptane/ethylbenzene, 39.9 mL, 70.2 mmol) was added dropwise by syringe. The reaction mixture was warmed to −55° C. and held at this temperature for 1 h. The mixture was then cooled again to −78° C., and dry N,N-dimethylformamide (10.7 mL, 139 mmol) was added by syringe. T... The reagents and catalysts are C(=O)([O-])[O-].[Cs+].[Cs+], C1CCC(CC1)P(C2CCCCC2)C3=CC=CC=C3C4=CC=CC=C4, CC(=O)O.CC(=O)O.[Pd]. The yield is 35.9%. Procedure details: (R)-8-chloro-4-methyl-2-phenyl-2,3,4,5-tetrahydropyrido[3,2-f][1,4]oxazepine (129 mg, 0.47 mmol), 5-(4-methyl-1H-imidazol-1-yl)pyridin-2-amine (82 mg, 0.47 mmol), PALLADIUM(II) ACETATE (10.54 mg, 0.05 mmol), 2-(DICYCLOHEXYLPHOSPHINO)BIPHENYL (16.46 mg, 0.05 mmol) and Cs2CO3 (229 mg, 0.70 mmol) were weighed into a microwave vial which was capped and flushed with argon. DME (5 mL) was added and the mixture was heated to 100°C in a microwave apparatus for 2 h. The mixture was filtered and purified ... Yields the product CC1=CN(C=N1)C2=CN=C(C=C2)NC3=NC4=C(CN(C[C@H](O4)C5=CC=CC=C5)C)C=C3. Run at temperature 100 celsius. Reactants: CC1=CN(C=N1)C2=CN=C(C=C2)N, CN1C[C@H](OC2=C(C1)C=CC(=N2)Cl)C3=CC=CC=C3. Solvent: COCCOC. Reactants: COC(C1=CC=C(C=C1)Br)OC (4-bromobenzaldehyde dimethyl acetal), N1C=NC=C1 (imidazole), [H-].[Na+] (sodium hydride). The reagents and catalysts are [Cu] (copper). The solvent is C(Cl)(Cl)Cl (chloroform), O (water), CN(C)C=O (DMF). Run at time 2.5 hour. Yields the product N1(C=NC=C1)C1=CC=C(C=O)C=C1 (4-(1-imidazolyl)benzaldehyde). As a reaction SMILES: [H-].[Na+].[NH:3]1[CH:7]=[CH:6][N:5]=[CH:4]1.C[O:9][CH:10](OC)[C:11]1[CH:16]=[CH:15][C:14](Br)=[CH:13][CH:12]=1>CN(C=O)C.C(Cl)(Cl)Cl.O.[Cu]>[N:3]1([C:14]2[CH:15]=[CH:16][C:11]([CH:10]=[O:9])=[CH:12][CH:13]=2)[CH:7]=[CH:6][N:5]=[CH:4]1 |f:0.1|. Procedure details: To a suspension of sodium hydride (60% in oil: 0.82 g, 20.5 mmol) in dry DMF (4.5 ml) under nitrogen atmosphere is added imidazole (1.37 g, 20.1 mmol) with stirring at room temperature. After being stirred for 20 min. 4-bromobenzaldehyde dimethyl acetal (4.63 g, 20 mmol) and copper powder (0.13 g, 2.0 mmol) are added and the reaction mixture is stirred at 130° C. for 2 h, then at 150° C. for 2.5 h. The mixture is cooled to room temperature, diluted with chloroform and water. The solution is stir...